Dataset: the Open Reaction Database (ORD), a public repository of structured organic reaction records. Task: describe an organic reaction: reactants, conditions, products, and yield Reactants: OC=1C(=C2C=C(NC2=CC1)C(=O)OCC)CC=C (Ethyl 5-hydroxy-4-(2-propenyl)-1H-indole-2-carboxylate), [H][H] (hydrogen). The reagents and catalysts are [Pd] (palladium on charcoal). Solvent: C(C)O (ethanol). Yields the product OC=1C(=C2C=C(NC2=CC1)C(=O)OCC)CCC (Ethyl 5-hydroxy-4-propyl-1H-indole-2-carboxylate). Isolated yield 74.2%. Reaction SMILES: [OH:1][C:2]1[C:3]([CH2:16][CH:17]=[CH2:18])=[C:4]2[C:8](=[CH:9][CH:10]=1)[NH:7][C:6]([C:11]([O:13][CH2:14][CH3:15])=[O:12])=[CH:5]2.[H][H]>C(O)C.[Pd]>[OH:1][C:2]1[C:3]([CH2:16][CH2:17][CH3:18])=[C:4]2[C:8](=[CH:9][CH:10]=1)[NH:7][C:6]([C:11]([O:13][CH2:14][CH3:15])=[O:12])=[CH:5]2. Procedure: Ethyl 5-hydroxy-4-(2-propenyl)-1H-indole-2-carboxylate (2.16 g) was dissolved in dry ethanol (100 ml) and hydrogenated at atmospheric pressure in the presence of 5% palladium on charcoal (0.2 g) until hydrogen uptake had ceased. The catalyst was filtered off, washed with hot ethanol, the filtrate evaporated and the residue recrystallised from aqueous ethanol to give 1.616 g of the desired product mp 185°-186°: The reactants are CS(=O)(=O)O, COC(=O)C(=O)c1ccc(O)cc1, CN(C)C=O, [H-], [Na+], OCCOCCOc1ccccc1. Yields the product COC(=O)C(=O)c1ccc(OCCOCCOc2ccccc2)cc1. Reaction SMILES: [CH3:16][S:17]([OH:18])(=[O:19])=[O:20].[CH3:1][O:2][C:3]([C:4]([c:5]1[cH:6][cH:7][c:8]([OH:11])[cH:9][cH:10]1)=[O:12])=[O:13].[CH3:34][N:35]([CH3:36])[CH:37]=[O:38].[H-:14].[Na+:15].[c:21]1([O:27][CH2:28][CH2:29][O:30][CH2:31][CH2:32][OH:33])[cH:22][cH:23][cH:24][cH:25][cH:26]1>>[CH3:1][O:2][C:3]([C:4]([c:5]1[cH:6][cH:7][c:8]([O:11][CH2:32][CH2:31][O:30][CH2:29][CH2:28][O:27][c:21]2[cH:22][cH:23][cH:24][cH:25][cH:26]2)[cH:9][cH:10]1)=[O:12])=[O:13]. Reactants: ClC(=O)OCC (ethyl chloroformate), Cl (hydrochloric acid), CNC (dimethylamine), C(C)(C)(C)OC(=O)N1[C@@H](C[C@H](C1)O)C(=O)O ((2S, 4R)-1-(t-butoxycarbonyl)-4-hydroxy-2-pyrrolidinecarboxylic acid). The solvent is O1CCCC1 (tetrahydrofuran), O1CCCC1 (tetrahydrofuran), C(C)N(CC)CC (triethylamine). Run at time 2 hour. Product: C(C)(C)(C)OC(=O)N1[C@@H](C[C@H](C1)O)C(N(C)C)=O ((2S, 4R)-1-(t-Butoxycarbonyl)-2-(N,N-dimethylcarbamoyl)-4-hydroxypyrrolidine). As a reaction SMILES: [C:1]([O:5][C:6]([N:8]1[CH2:12][C@H:11]([OH:13])[CH2:10][C@H:9]1[C:14]([OH:16])=O)=[O:7])([CH3:4])([CH3:3])[CH3:2].ClC(OCC)=O.[CH3:23][NH:24][CH3:25].Cl>O1CCCC1.C(N(CC)CC)C>[C:1]([O:5][C:6]([N:8]1[CH2:12][C@H:11]([OH:13])[CH2:10][C@H:9]1[C:14](=[O:16])[N:24]([CH3:25])[CH3:23])=[O:7])([CH3:4])([CH3:3])[CH3:2]. Procedure details: 3.84 ml of triethylamine was added, at -15° to -20° C., to a solution of 5.8 g of (2S, 4R)-1-(t-butoxycarbonyl)-4-hydroxy-2-pyrrolidinecarboxylic acid dissolved in 85 ml of dry tetrahydrofuran, and then a solution of 2.63 ml of ethyl chloroformate in 25 ml of dry tetrahydrofuran was added to the resulting mixture at the same temperature. The reaction mixture was then stirred for 2 hours, after which 19.75 ml of 50% by volume aqueous dimethylamine was added to it at -20° to -25° C. The mixture wa... Starting materials: CCC1=C2c3[nH]c4ccccc4c3CCN2CCC1, [O-][Cl+3]([O-])([O-])O, ClCCl, [Na+], [OH-], O. Product: CCC1(CO)CCCN2CCc3c([nH]c4ccccc34)C21. As a reaction SMILES: [CH2:6]([CH3:7])[C:8]1=[C:17]2[N:12]([CH2:11][CH2:10][CH2:9]1)[CH2:13][CH2:14][c:15]1[c:16]2[nH:18][c:19]2[cH:20][cH:21][cH:22][cH:23][c:24]12.[Cl+3:1]([OH:2])([O-:3])([O-:4])[O-:5].[Cl:28][CH2:29][Cl:30].[Na+:27].[OH-:26].[OH2:25]>>[CH2:6]([CH3:7])[C:8]1([CH2:29][OH:25])[CH2:9][CH2:10][CH2:11][N:12]2[CH2:13][CH2:14][c:15]3[c:16]([nH:18][c:19]4[cH:20][cH:21][cH:22][cH:23][c:24]34)[CH:17]12. Reactants: ClC1=C(C=CC=C1Cl)N1CCNCC1 (1-(2,3-dichlorophenyl)-piperazine), O1C(C1)CCN1C(C2=CC=CC=C2C1=O)=O (2-(Oxiran-2-yl)-ethyl-isoindoline-1,3-dione). Solvent: 2-PrOH. Product: ClC1=C(C=CC=C1Cl)N1CCN(CC1)CC(CCN1C(C2=CC=CC=C2C1=O)=O)O (2-(4-(4-(2,3-Dichlorophenyl)-piperazin-1-yl)-3-hydroxybutyl)-isoindoline-1,3-dione). As a reaction SMILES: [Cl:1][C:2]1[C:7]([Cl:8])=[CH:6][CH:5]=[CH:4][C:3]=1[N:9]1[CH2:14][CH2:13][NH:12][CH2:11][CH2:10]1.[O:15]1[CH2:17][CH:16]1[CH2:18][CH2:19][N:20]1[C:28](=[O:29])[C:27]2[C:22](=[CH:23][CH:24]=[CH:25][CH:26]=2)[C:21]1=[O:30]>>[Cl:1][C:2]1[C:7]([Cl:8])=[CH:6][CH:5]=[CH:4][C:3]=1[N:9]1[CH2:14][CH2:13][N:12]([CH2:17][CH:16]([OH:15])[CH2:18][CH2:19][N:20]2[C:28](=[O:29])[C:27]3[C:22](=[CH:23][CH:24]=[CH:25][CH:26]=3)[C:21]2=[O:30])[CH2:11][CH2:10]1. Reported procedure: A sample of 2.1 g (9.0 mmol) 1-(2,3-dichlorophenyl)-piperazine in 40 mL 2-PrOH was reacted in the microwave (pressure vessel, Pmax 150 W, cooling, 90° C., 20 min) with 2.0 g (9.0 mmol) 25. The solvent was removed in vacuo and the foamy residue was washed with 10 mL 2-PrOH. Yield: 2.96 g (73%). 1H NMR (CDCl3): δ 1.79 (m, 2H), 2.42 (m, 2H), 2.56 (s, 2H), 2.79 (m, 2H), 3.02 (s, 4H), 3.60 (s, 1H), 3.74-3.83 (m, 3H), 6.90 (m, 1H), 7.06-7.11 (m, 2H), 7.67 (m, 2H), 7.81 (m, 2H). 13C NMR (CDCl3): δ 33.9...